This data is from the Open Reaction Database (ORD), a public repository of structured organic reaction records. The task is: describe an organic reaction: reactants, conditions, products, and yield Reactants: C(C)[C@]1([C@@H](N(CC1)C(=O)OCC1=CC=CC=C1)C)O (benzyl (2S,3S)-3-ethyl-3-hydroxy-2-methylpyrrolidine-1-carboxylate). Reagents/catalysts: [Pd] (Pd/C). Run in O (water). Yields the product C(C)[C@]1([C@@H](NCC1)C)O ((2S,3S)-3-ethyl-2-methylpyrrolidin-3-ol), solid. Isolated yield 93.0%. RXN SMILES: [CH2:1]([C@:3]1([OH:19])[CH2:7][CH2:6][N:5](C(OCC2C=CC=CC=2)=O)[C@H:4]1[CH3:18])[CH3:2]>[Pd].O>[CH2:1]([C@:3]1([OH:19])[CH2:7][CH2:6][NH:5][C@H:4]1[CH3:18])[CH3:2]. Procedure: By an operation in the same manner as in Reference Example 4 and using benzyl (2S,3S)-3-ethyl-3-hydroxy-2-methylpyrrolidine-1-carboxylate (1.95 g) and 50% water containing-10% Pd/C (0.05 g), the title compound was obtained as a colorless solid (yield: 1.20 g, yield: 93%). Isolated yield 99.0%. The solvent is CO (methanol). Reported procedure: Add palladium/carbon (5%, 1.76 g, 0.8 mmol) in one portion to a solution of benzyl (2S)-2-(4,4,4-trifluorobutanoylamino)propanoate (8.80 g, 29 mmol) in methanol (88 mL) at ambient temperature. Degas the mixture (vacuum/nitrogen), fill with hydrogen (one atmosphere) and stir under hydrogen (29 mmol) for 5 hours. Filter through Celite®, rinse filter cake with methanol and concentrate the filtrate to obtain the title compound as a white solid (6.11 g, 28.7 mmol, 99%). MS (m/z): 214 (M+1); [α]Na25=−... Reactants: FC(CCC(=O)N[C@H](C(=O)OCC1=CC=CC=C1)C)(F)F (benzyl (2S)-2-(4,4,4-trifluorobutanoylamino)propanoate). Yields the product FC(CCC(=O)N[C@H](C(=O)O)C)(F)F ((2S)-2-(4,4,4-Trifluorobutanoylamino)propanoic acid). Run at time 5 hour. RXN SMILES: [F:1][C:2]([F:21])([F:20])[CH2:3][CH2:4][C:5]([NH:7][C@@H:8]([CH3:19])[C:9]([O:11]CC1C=CC=CC=1)=[O:10])=[O:6]>CO.[Pd]>[F:1][C:2]([F:20])([F:21])[CH2:3][CH2:4][C:5]([NH:7][C@@H:8]([CH3:19])[C:9]([OH:11])=[O:10])=[O:6]. The reagents and catalysts are [Pd] (palladium/carbon). Starting materials: BrC=1C=NC=C(C(=O)OC)C1 (methyl 5-bromonicotinate), CS(=O)(=O)C1=CC=C(C=C1)B(O)O (4-(methylsulphonyl)phenylboronic acid). Product: CS(=O)(=O)C1=CC=C(C=C1)C=1C=C(C=NC1)C(=O)OC (Methyl 5-[4-(methylsulphonyl)phenyl]pyridine-3-carboxylate). As a reaction SMILES: Br[C:2]1[CH:3]=[N:4][CH:5]=[C:6]([CH:11]=1)[C:7]([O:9][CH3:10])=[O:8].[CH3:12][S:13]([C:16]1[CH:21]=[CH:20][C:19](B(O)O)=[CH:18][CH:17]=1)(=[O:15])=[O:14]>>[CH3:12][S:13]([C:16]1[CH:21]=[CH:20][C:19]([C:2]2[CH:11]=[C:6]([C:7]([O:9][CH3:10])=[O:8])[CH:5]=[N:4][CH:3]=2)=[CH:18][CH:17]=1)(=[O:15])=[O:14]. Procedure: 4.5 g (20.8 mmol) of methyl 5-bromonicotinate and 5.0 g (25.0 mmol) of 4-(methylsulphonyl)phenylboronic acid were reacted according to the General Method 1A. Yield: 1.4 g (24% of theory) Starting materials: C(C)OCCO (2-ethoxyethanol), [H-].[Na+] (sodium hydride), alcoholate, BrCCCCCCCC(=O)O (8-bromooctanoic acid). Yields the product C(CCCCCCCOCCOCC)(=O)O (9,12-dioxatetradecanoic acid). RXN SMILES: [CH2:1]([O:3][CH2:4][CH2:5][OH:6])[CH3:2].[H-].[Na+].Br[CH2:10][CH2:11][CH2:12][CH2:13][CH2:14][CH2:15][CH2:16][C:17]([OH:19])=[O:18]>>[C:17]([OH:19])(=[O:18])[CH2:16][CH2:15][CH2:14][CH2:13][CH2:12][CH2:11][CH2:10][O:6][CH2:5][CH2:4][O:3][CH2:1][CH3:2] |f:1.2|. Reported procedure: Illustratively, 2-butoxyethanol can be reacted with sodium hydride and the resulting alcoholate reacted with 6-bromohexanoic acid to give 7,10-dioxatetradecanoic acid. So also, 2-ethoxyethanol can be reacted with sodium hydride and the resulting alcoholate reacted with 8-bromooctanoic acid to provide 9,12-dioxatetradecanoic acid. Reactants: COC(=O)C(CC1CCOCC1)c1ccc(S(C)(=O)=O)c(Cl)c1, CCO, [K+], [OH-], O. Product: CS(=O)(=O)c1ccc(C(CC2CCOCC2)C(=O)O)cc1Cl. RXN SMILES: [CH3:1][O:2][C:3]([CH:4]([CH2:5][CH:6]1[CH2:7][CH2:8][O:9][CH2:10][CH2:11]1)[c:12]1[cH:13][c:14]([Cl:22])[c:15]([S:18](=[O:19])(=[O:20])[CH3:21])[cH:16][cH:17]1)=[O:23].[CH3:26][CH2:27][OH:28].[K+:25].[OH-:24].[OH2:29]>>[O:2]=[C:3]([CH:4]([CH2:5][CH:6]1[CH2:7][CH2:8][O:9][CH2:10][CH2:11]1)[c:12]1[cH:13][c:14]([Cl:22])[c:15]([S:18](=[O:19])(=[O:20])[CH3:21])[cH:16][cH:17]1)[OH:23]. Starting materials: C1COCCN1, CCN=C=NCCCN(C)C, ClC(Cl)Cl, Cl, O, On1nnc2ccccc21, O=C(O)c1cn[nH]c1. Product: O=C(c1cn[nH]c1)N1CCOCC1. As a reaction SMILES: [CH2:32]1[CH2:33][O:34][CH2:35][CH2:36][NH:37]1.[CH3:10][N:11]([CH3:12])[CH2:13][CH2:14][CH2:15][N:16]=[C:17]=[N:18][CH2:19][CH3:20].[CH:38]([Cl:39])([Cl:40])[Cl:41].[ClH:9].[OH2:21].[OH:22][n:23]1[c:24]2[cH:25][cH:26][cH:27][cH:28][c:29]2[n:30][n:31]1.[nH:1]1[n:2][cH:3][c:4]([C:6](=[O:7])[OH:8])[cH:5]1>>[nH:1]1[n:2][cH:3][c:4]([C:6](=[O:8])[N:37]2[CH2:32][CH2:33][O:34][CH2:35][CH2:36]2)[cH:5]1.